From a dataset of the Open Reaction Database (ORD), a public repository of structured organic reaction records. describe an organic reaction: reactants, conditions, products, and yield Reactants: Cl.C(C)N=C=NCCCN(C)C (1-ethyl-3-(3-dimethylaminopropyl)carbodiimide hydrochloride), C(CCC)OCCOC1=CC=C(C=C1)C=1C=CC2=C(C=C(CCN2C(C(F)(F)F)=O)C(=O)O)C1 (7-[4-(2-butoxyethoxy)phenyl]-1-trifluoroacetyl-2,3-dihydro-1H-1-benzazepine-4-carboxylic acid), NC1=CC(=C(C=C1)C(O)C1=NC=CC=C1)Cl ((4-amino-2-chlorophenyl)(pyridin-2-yl)methanol), ON1N=NC2=C1C=CC=C2 (1-hydroxybenzotriazole). The reagents and catalysts are CN(C1=CC=NC=C1)C (4-dimethylaminopyridine). Run in C(C)N(CC)CC (triethylamine), CN(C=O)C (N,N-dimethylformamide), O (water). Conditions: time 8 hour. The product is C(CCC)OCCOC1=CC=C(C=C1)C=1C=CC2=C(C=C(CCN2C(C(F)(F)F)=O)C(=O)NC2=CC(=C(C=C2)C(C2=NC=CC=C2)O)Cl)C1 (7-[4-(2-butoxyethoxy) phenyl]-N-[3-chloro-4-[hydroxy(pyridin-2-yl)methyl]phenyl]-1-trifluoroacetyl-2,3-dihydro-1H-1-benzazepine-4-carboxamide). Isolated yield 31.4%. As a reaction SMILES: [CH2:1]([O:5][CH2:6][CH2:7][O:8][C:9]1[CH:14]=[CH:13][C:12]([C:15]2[CH:16]=[CH:17][C:18]3[N:24]([C:25](=[O:30])[C:26]([F:29])([F:28])[F:27])[CH2:23][CH2:22][C:21]([C:31](O)=[O:32])=[CH:20][C:19]=3[CH:34]=2)=[CH:11][CH:10]=1)[CH2:2][CH2:3][CH3:4].[NH2:35][C:36]1[CH:41]=[CH:40][C:39]([CH:42]([C:44]2[CH:49]=[CH:48][CH:47]=[CH:46][N:45]=2)[OH:43])=[C:38]([Cl:50])[CH:37]=1.ON1C2C=CC=CC=2N=N1.Cl.C(N=C=NCCCN(C)C)C>CN(C)C=O.CN(C)C1C=CN=CC=1.O.C(N(CC)CC)C>[CH2:1]([O:5][CH2:6][CH2:7][O:8][C:9]1[CH:10]=[CH:11][C:12]([C:15]2[CH:16]=[CH:17][C:18]3[N:24]([C:25](=[O:30])[C:26]([F:29])([F:27])[F:28])[CH2:23][CH2:22][C:21]([C:31]([NH:35][C:36]4[CH:41]=[CH:40][C:39]([CH:42]([OH:43])[C:44]5[CH:49]=[CH:48][CH:47]=[CH:46][N:45]=5)=[C:38]([Cl:50])[CH:37]=4)=[O:32])=[CH:20][C:19]=3[CH:34]=2)=[CH:13][CH:14]=1)[CH2:2][CH2:3][CH3:4] |f:3.4|. Procedure details: 7-[4-(2-butoxyethoxy)phenyl]-1-trifluoroacetyl-2,3-dihydro-1H-1-benzazepine-4-carboxylic acid (0.81 g), (4-amino-2-chlorophenyl)(pyridin-2-yl)methanol (0.4 g) and 1-hydroxybenzotriazole (0.34 g) were dissolved in N,N-dimethylformamide (15 ml), and to the solution were added 1-ethyl-3-(3-dimethylaminopropyl)carbodiimide hydrochloride (0.66 g), triethylamine (0.71 ml) and 4-dimethylaminopyridine (catalytic amout) under ice-cooling at room temperature, and the mixture was stirred overnight. The mix...